Task: describe an organic reaction: reactants, conditions, products, and yield. Dataset: the Open Reaction Database (ORD), a public repository of structured organic reaction records Reactants: [Li]C(C)(C)C, CN(C)CCN(C)C, CCCCC, C1CCOC1, O=S(=O)(c1ccccc1)n1ccc2cnccc21. Product: [Li]c1cc2cnccc2n1S(=O)(=O)c1ccccc1. Reaction SMILES: [C:27]([CH3:28])([CH3:29])([CH3:30])[Li:31].[CH3:19][N:20]([CH3:21])[CH2:22][CH2:23][N:24]([CH3:25])[CH3:26].[CH3:37][CH2:38][CH2:39][CH2:40][CH3:41].[O:32]1[CH2:33][CH2:34][CH2:35][CH2:36]1.[c:1]1([S:7](=[O:8])(=[O:9])[n:10]2[cH:11][cH:12][c:13]3[cH:14][n:15][cH:16][cH:17][c:18]23)[cH:2][cH:3][cH:4][cH:5][cH:6]1>>[c:1]1([S:7](=[O:8])(=[O:9])[n:10]2[c:11]([Li:31])[cH:12][c:13]3[cH:14][n:15][cH:16][cH:17][c:18]23)[cH:2][cH:3][cH:4][cH:5][cH:6]1. Conditions: temperature 120 celsius. Procedure: The preparation was carried out analogously to Example 86, using 0.128 g (0.316 mmol) N-(5-iodopyridin-2-yl)-N′-(2-methoxybenzyl)guanidine, 0.097 g (0.511 mmol) [4-(trifluoromethyl)phenyl]boric acid, 0.112 g (1.052 mmol) sodium carbonate, and 0.022 g (0.019 mmol) tetrakis-(triphenylphosphine) palladium(0). The mixture was likewise heated for 60 min at 120° C. in a CEM microwave (230 watts). After filtration and purification via preparative HPLC, 33 mg N-(2-methoxybenzyl)-N′-{5-[4-(trifluoromethy... Product: COC1=C(CNC(=N)NC2=NC=C(C=C2)C2=CC=C(C=C2)C(F)(F)F)C=CC=C1 (N-(2-methoxybenzyl)-N′-{5-[4-(trifluoromethyl)phenyl]pyridin-2-yl}guanidine). As a reaction SMILES: I[C:2]1[CH:3]=[CH:4][C:5]([NH:8][C:9]([NH:11][CH2:12][C:13]2[CH:18]=[CH:17][CH:16]=[CH:15][C:14]=2[O:19][CH3:20])=[NH:10])=[N:6][CH:7]=1.[F:21][C:22]([F:34])([F:33])[C:23]1[CH:28]=[CH:27][C:26](OB(O)O)=[CH:25][CH:24]=1.C(=O)([O-])[O-].[Na+].[Na+]>[Pd].C1(P(C2C=CC=CC=2)C2C=CC=CC=2)C=CC=CC=1.C1(P(C2C=CC=CC=2)C2C=CC=CC=2)C=CC=CC=1.C1(P(C2C=CC=CC=2)C2C=CC=CC=2)C=CC=CC=1.C1(P(C2C=CC=CC=2)C2C=CC=CC=2)C=CC=CC=1>[CH3:20][O:19][C:14]1[CH:15]=[CH:16][CH:17]=[CH:18][C:13]=1[CH2:12][NH:11][C:9]([NH:8][C:5]1[CH:4]=[CH:3][C:2]([C:26]2[CH:27]=[CH:28][C:23]([C:22]([F:34])([F:33])[F:21])=[CH:24][CH:25]=2)=[CH:7][N:6]=1)=[NH:10] |f:2.3.4,5.6.7.8.9|. Yield: 26.1%. Reagents/catalysts: [Pd].C1(=CC=CC=C1)P(C1=CC=CC=C1)C1=CC=CC=C1.C1(=CC=CC=C1)P(C1=CC=CC=C1)C1=CC=CC=C1.C1(=CC=CC=C1)P(C1=CC=CC=C1)C1=CC=CC=C1.C1(=CC=CC=C1)P(C1=CC=CC=C1)C1=CC=CC=C1 (tetrakis-(triphenylphosphine) palladium(0)). Reactants: IC=1C=CC(=NC1)NC(=N)NCC1=C(C=CC=C1)OC (N-(5-iodopyridin-2-yl)-N′-(2-methoxybenzyl)guanidine), FC(C1=CC=C(C=C1)OB(O)O)(F)F ([4-(trifluoromethyl)phenyl]boric acid), C([O-])([O-])=O.[Na+].[Na+] (sodium carbonate). Reactants: [Li]CCCC (nBuLi), 1F, FC1=C(C=O)C=C(C=C1)F (2,5-difluorobenzaldehyde), 1F. Reagents/catalysts: [Br-].C[P+](C1=CC=CC=C1)(C1=CC=CC=C1)C1=CC=CC=C1 (methyltriphenylphosphonium bromide). Run in O1CCCC1 (tetrahydrofuran). Run at temperature 0 celsius, time 10 minute. The product is FC1=C(C=C(C=C1)F)C=C (1,4-Difluoro-2-vinylbenzene). Reaction SMILES: [Li][CH2:2]CCC.[F:6][C:7]1[CH:14]=[CH:13][C:12]([F:15])=[CH:11][C:8]=1[CH:9]=O>[Br-].C[P+](C1C=CC=CC=1)(C1C=CC=CC=1)C1C=CC=CC=1.O1CCCC1>[F:6][C:7]1[CH:14]=[CH:13][C:12]([F:15])=[CH:11][C:8]=1[CH:9]=[CH2:2] |f:2.3|. Procedure: To a suspension of methyltriphenylphosphonium bromide (26.4 g, 73.9 mmol) in tetrahydrofuran (350 mL) at 0° C. was added nBuLi (2.5M in hexane, 29.6 mL, 73.9 mmol). After addition was complete, the reaction was stirred at 0° C. for 10 min. To this was added 2,5-difluorobenzaldehyde (5.35 mL, 49.3 mmol). The ice bath was removed, and stirring continued for 1 h. The reaction was quenched by addition of saturated ammonium chloride. The reaction was poured into ether, washed with water (3×), then br... The reactants are CC(=O)N1CCn2nc(Nc3cc(Br)cn(C)c3=O)cc2C1, CCO, CCOC(C)=O, [Na+], [OH-], O. Yields the product Cn1cc(Br)cc(Nc2cc3n(n2)CCNC3)c1=O. As a reaction SMILES: [C:1](=[O:2])([CH3:3])[N:4]1[CH2:5][c:6]2[n:7]([n:10][c:11]([NH:13][c:14]3[c:15](=[O:22])[n:16]([CH3:21])[cH:17][c:18]([Br:20])[cH:19]3)[cH:12]2)[CH2:8][CH2:9]1.[CH3:25][CH2:26][OH:27].[CH3:28][CH2:29][O:30][C:31](=[O:32])[CH3:33].[Na+:24].[OH-:23].[OH2:34]>>[NH:4]1[CH2:5][c:6]2[n:7]([n:10][c:11]([NH:13][c:14]3[c:15](=[O:22])[n:16]([CH3:21])[cH:17][c:18]([Br:20])[cH:19]3)[cH:12]2)[CH2:8][CH2:9]1. Reactants: O=C1CCC(=O)N1Br, O=C(OOC(=O)c1ccccc1)c1ccccc1, ClC(Cl)(Cl)Cl, Cc1ccc(F)cc1Cl. Yields the product Fc1ccc(CBr)c(Cl)c1. As a reaction SMILES: [Br:10][N:11]1[C:12](=[O:13])[CH2:14][CH2:15][C:16]1=[O:17].[C:18]([O:19][O:20][C:21](=[O:22])[c:23]1[cH:24][cH:25][cH:26][cH:27][cH:28]1)(=[O:29])[c:30]1[cH:31][cH:32][cH:33][cH:34][cH:35]1.[C:36]([Cl:37])([Cl:38])([Cl:39])[Cl:40].[Cl:1][c:2]1[c:3]([CH3:9])[cH:4][cH:5][c:6]([F:8])[cH:7]1>>[Cl:1][c:2]1[c:3]([CH2:9][Br:10])[cH:4][cH:5][c:6]([F:8])[cH:7]1. Starting materials: CC(C)(C)OC(=O)N1CC(NC(=O)OCc2ccccc2)C(O[Si](C)(C)C(C)(C)C)C1, CCCC[N+](CCCC)(CCCC)CCCC, C1CCOC1, [F-], O. Product: CC(C)(C)OC(=O)N1CC(O)C(NC(=O)OCc2ccccc2)C1. As a reaction SMILES: [CH2:1]([c:2]1[cH:3][cH:4][cH:5][cH:6][cH:7]1)[O:8][C:9](=[O:10])[NH:11][CH:12]1[CH2:13][N:14]([C:25](=[O:26])[O:27][C:28]([CH3:29])([CH3:30])[CH3:31])[CH2:15][CH:16]1[O:17][Si:18]([C:19]([CH3:20])([CH3:21])[CH3:22])([CH3:23])[CH3:24].[CH2:33]([N+:34]([CH2:35][CH2:36][CH2:37][CH3:38])([CH2:39][CH2:40][CH2:41][CH3:42])[CH2:43][CH2:44][CH2:45][CH3:46])[CH2:47][CH2:48][CH3:49].[CH2:51]1[O:52][CH2:53][CH2:54][CH2:55]1.[F-:32].[OH2:50]>>[CH2:1]([c:2]1[cH:3][cH:4][cH:5][cH:6][cH:7]1)[O:8][C:9](=[O:10])[NH:11][CH:12]1[CH2:13][N:14]([C:25](=[O:26])[O:27][C:28]([CH3:29])([CH3:30])[CH3:31])[CH2:15][CH:16]1[OH:17]. Starting materials: ClC=1C=C(C=CC1)N1N=CC(=C(C1=O)OS(=O)(=O)C1=CC=C(C)C=C1)C1=CC=C(C=C1)S(=O)(=O)C (2-(3-chlorophenyl)-4-tosyloxy-5-[4-(methylsulfonyl)phenyl]-3(2H)-pyridazinone), O (H2O), C(C1=CC=CC=C1)S (benzyl mercaptan), TEA. The solvent is C1CCOC1 (THF). Reaction conditions: time 1 hour. Yields the product ClC=1C=C(C=CC1)N1N=CC(=C(C1=O)SCC1=CC=CC=C1)C1=CC=C(C=C1)S(=O)(=O)C (2-(3-Chlorophenyl)-4-(phenylmethylthio)-5-[4-(methylsulfonyl)phenyl]-3(2H)-pyridazinone). Yield: 85.0%. RXN SMILES: [Cl:1][C:2]1[CH:3]=[C:4]([N:8]2[C:13](=[O:14])[C:12](OS(C3C=CC(C)=CC=3)(=O)=O)=[C:11]([C:26]3[CH:31]=[CH:30][C:29]([S:32]([CH3:35])(=[O:34])=[O:33])=[CH:28][CH:27]=3)[CH:10]=[N:9]2)[CH:5]=[CH:6][CH:7]=1.[CH2:36]([SH:43])[C:37]1[CH:42]=[CH:41][CH:40]=[CH:39][CH:38]=1.O>C1COCC1>[Cl:1][C:2]1[CH:3]=[C:4]([N:8]2[C:13](=[O:14])[C:12]([S:43][CH2:36][C:37]3[CH:42]=[CH:41][CH:40]=[CH:39][CH:38]=3)=[C:11]([C:26]3[CH:31]=[CH:30][C:29]([S:32]([CH3:35])(=[O:34])=[O:33])=[CH:28][CH:27]=3)[CH:10]=[N:9]2)[CH:5]=[CH:6][CH:7]=1. Reported procedure: To a stirred suspension of 2-(3-chlorophenyl)-4-tosyloxy-5-[4-(methylsulfonyl)phenyl]-3(2H)-pyridazinone, prepared in Example 333, (0.175 g, 0.33 mmol) in THF (3.3 mL) was added benzyl mercaptan (0.04 mL, 0.33 mmol) and TEA (0.046 mL, 0.33 mmol). The resulting solution was stirred at room temperature under nitrogen for 1 hour. The mixture was poured into H2O and extracted with ethyl acetate. The combined organics were dried over MgSO4 and concentrated in vacuo. The resulting crude product was pu... Starting materials: O=C(NC1CCN(Cc2ccccc2)CC1)c1ccc(F)cc1, CO. The product is O=C(NC1CCNCC1)c1ccc(F)cc1. Reaction SMILES: [CH2:1]([c:2]1[cH:3][cH:4][cH:5][cH:6][cH:7]1)[N:8]1[CH2:9][CH2:10][CH:11]([NH:14][C:15]([c:16]2[cH:17][cH:18][c:19]([F:22])[cH:20][cH:21]2)=[O:23])[CH2:12][CH2:13]1.[CH3:24][OH:25]>>[NH:8]1[CH2:9][CH2:10][CH:11]([NH:14][C:15]([c:16]2[cH:17][cH:18][c:19]([F:22])[cH:20][cH:21]2)=[O:23])[CH2:12][CH2:13]1. The reactants are CC(=O)Nc1cc(Cl)c(O)cc1Cl, CN(C)C=O, FC(F)=C(F)C(F)(F)F, [K+], [OH-]. Product: CC(=O)Nc1cc(Cl)c(OC(F)(F)C(F)C(F)(F)F)cc1Cl. RXN SMILES: [C:1]([CH3:2])(=[O:3])[NH:4][c:5]1[cH:6][c:7]([Cl:13])[c:8]([OH:12])[cH:9][c:10]1[Cl:11].[CH3:25][N:26]([CH3:27])[CH:28]=[O:29].[F:16][C:17]([C:18](=[C:19]([F:20])[F:21])[F:22])([F:23])[F:24].[K+:15].[OH-:14]>>[C:1]([CH3:2])(=[O:3])[NH:4][c:5]1[cH:6][c:7]([Cl:13])[c:8]([O:12][C:19]([CH:18]([C:17]([F:16])([F:23])[F:24])[F:22])([F:20])[F:21])[cH:9][c:10]1[Cl:11].